This data is from the Open Reaction Database (ORD), a public repository of structured organic reaction records. The task is: describe an organic reaction: reactants, conditions, products, and yield Reactants: CC=1OC2=C(C1)C=CC=C2 (2-methylbenzofuran), BrN1C(CCC1=O)=O (N-bromosuccinimide), N(=NC(C#N)(C)C)C(C#N)(C)C (2,2'-azobis(isobutyronitrile)). Run in C(Cl)(Cl)(Cl)Cl (carbon tetrachloride). The product is BrCC=1OC2=C(C1)C=CC=C2 (2-bromomethylbenzofuran). Isolated yield 102.6%. RXN SMILES: [CH3:1][C:2]1[O:3][C:4]2[CH:10]=[CH:9][CH:8]=[CH:7][C:5]=2[CH:6]=1.[Br:11]N1C(=O)CCC1=O.N(C(C)(C)C#N)=NC(C)(C)C#N>C(Cl)(Cl)(Cl)Cl>[Br:11][CH2:1][C:2]1[O:3][C:4]2[CH:10]=[CH:9][CH:8]=[CH:7][C:5]=2[CH:6]=1. Procedure details: A suspension of 2-methylbenzofuran (0.708 g) and N-bromosuccinimide (0.963 g) in carbon tetrachloride (10 ml) was heated at reflux temperature for 2.5 hours. To the mixture was added 2,2'-azobis(isobutyronitrile) (0.1 g) and heated at the same temperature for additional 1 hour. The reaction mixture was allowed to cool to room temperature. The resultant precipitates were filtered off by suction. The filtrate was concentrated in vacuo to give 2-bromomethylbenzofuran (1.16 g), which was used in a f... Reactants: O=C1OC(=O)C2=C1CCc1ccccc12, CC(=O)O, NCCO. The product is O=C1C2=C(C(=O)N1CCO)c1ccccc1CC2. As a reaction SMILES: [C:1]12=[C:2]([CH2:3][CH2:4][c:5]3[cH:6][cH:7][cH:8][cH:9][c:10]31)[C:11](=[O:12])[O:13][C:14]2=[O:15].[CH3:20][C:21](=[O:22])[OH:23].[NH2:16][CH2:17][CH2:18][OH:19]>>[C:1]12=[C:2]([CH2:3][CH2:4][c:5]3[cH:6][cH:7][cH:8][cH:9][c:10]31)[C:11](=[O:13])[N:16]([CH2:17][CH2:18][OH:19])[C:14]2=[O:15]. The reactants are ClC1=C(C=CC(=C1)C1OCCO1)OC1=CC(=C(N)C=C1)[N+](=O)[O-] (4-{[2-Chloro-4-(1,3-dioxolan-2-yl)phenyl]oxy}-2-nitroaniline). Reagents/catalysts: [Pd].[C] (Pd carbon). Solvent: C(C)(=O)OCC (ethyl acetate). Run at time 24 hour. Product: ClC1=C(C=CC(=C1)C1OCCO1)OC=1C=C(C(=CC1)N)N (4-{[2-chloro-4-(1,3-dioxolan-2-yl)phenyl]oxy}-1,2-benzenediamine). Reaction SMILES: [Cl:1][C:2]1[CH:7]=[C:6]([CH:8]2[O:12][CH2:11][CH2:10][O:9]2)[CH:5]=[CH:4][C:3]=1[O:13][C:14]1[CH:20]=[CH:19][C:17]([NH2:18])=[C:16]([N+:21]([O-])=O)[CH:15]=1>C(OCC)(=O)C.[Pd].[C]>[Cl:1][C:2]1[CH:7]=[C:6]([CH:8]2[O:9][CH2:10][CH2:11][O:12]2)[CH:5]=[CH:4][C:3]=1[O:13][C:14]1[CH:15]=[C:16]([NH2:21])[C:17]([NH2:18])=[CH:19][CH:20]=1 |f:2.3|. Procedure details: 4-{[2-Chloro-4-(1,3-dioxolan-2-yl)phenyl]oxy}-2-nitroaniline (1.41 g) was dissolved in 100 mL of ethyl acetate and hydrogenated over 100 mg of 10% Pd/carbon (wet, Degussa type) under balloon of H2 gas. After 24 hours, the reaction was filtered through Celite and concentrated to give 4-{[2-chloro-4-(1,3-dioxolan-2-yl)phenyl]oxy}-1,2-benzenediamine which was used without further purification. (M+1) 306.9, 1.57 min (LC/MS method B) The reactants are O=C([O-])O, CO, CCOC(C)=O, Cl, [Na+], C1CCOC1, O, CC(=O)Nc1nc(CN2C(=O)C(NC(=O)c3cc4ccccc4[nH]3)N=C(c3ccccc3)c3ccccc32)cs1. The product is Nc1nc(CN2C(=O)C(NC(=O)c3cc4ccccc4[nH]3)N=C(c3ccccc3)c3ccccc32)cs1. Reaction SMILES: [C:44](=[O:45])([OH:46])[O-:47].[CH3:41][OH:42].[CH3:49][CH2:50][O:51][C:52](=[O:53])[CH3:54].[ClH:43].[Na+:48].[O:56]1[CH2:57][CH2:58][CH2:59][CH2:60]1.[OH2:55].[nH:1]1[c:2]([C:10](=[O:11])[NH:12][CH:13]2[C:14](=[O:40])[N:15]([CH2:30][c:31]3[n:32][c:33]([NH:36][C:37](=[O:38])[CH3:39])[s:34][cH:35]3)[c:16]3[c:17]([cH:26][cH:27][cH:28][cH:29]3)[C:18]([c:20]3[cH:21][cH:22][cH:23][cH:24][cH:25]3)=[N:19]2)[cH:3][c:4]2[cH:5][cH:6][cH:7][cH:8][c:9]12>>[nH:1]1[c:2]([C:10](=[O:11])[NH:12][CH:13]2[C:14](=[O:40])[N:15]([CH2:30][c:31]3[n:32][c:33]([NH2:36])[s:34][cH:35]3)[c:16]3[c:17]([cH:26][cH:27][cH:28][cH:29]3)[C:18]([c:20]3[cH:21][cH:22][cH:23][cH:24][cH:25]3)=[N:19]2)[cH:3][c:4]2[cH:5][cH:6][cH:7][cH:8][c:9]12. The reactants are CC(C)(C)OC(=O)NC1=NC(c2ccc(O[Si](C)(C)C(C)(C)C)cc2)(c2cccc(Br)c2)c2ccccc21, CCCC[N+](CCCC)(CCCC)CCCC, [F-], C1CCOC1. The product is CC(C)(C)OC(=O)NC1=NC(c2ccc(O)cc2)(c2cccc(Br)c2)c2ccccc21. As a reaction SMILES: [C:1]([CH3:2])([CH3:3])([CH3:4])[O:5][C:6]([NH:7][C:8]1=[N:9][C:10]([c:17]2[cH:18][cH:19][c:20]([O:23][Si:24]([C:25]([CH3:26])([CH3:27])[CH3:28])([CH3:29])[CH3:30])[cH:21][cH:22]2)([c:31]2[cH:32][c:33]([Br:37])[cH:34][cH:35][cH:36]2)[c:11]2[cH:12][cH:13][cH:14][cH:15][c:16]21)=[O:38].[CH3:40][CH2:41][CH2:42][CH2:43][N+:44]([CH2:45][CH2:46][CH2:47][CH3:48])([CH2:49][CH2:50][CH2:51][CH3:52])[CH2:53][CH2:54][CH2:55][CH3:56].[F-:39].[O:57]1[CH2:58][CH2:59][CH2:60][CH2:61]1>>[C:1]([CH3:2])([CH3:3])([CH3:4])[O:5][C:6]([NH:7][C:8]1=[N:9][C:10]([c:17]2[cH:18][cH:19][c:20]([OH:23])[cH:21][cH:22]2)([c:31]2[cH:32][c:33]([Br:37])[cH:34][cH:35][cH:36]2)[c:11]2[cH:12][cH:13][cH:14][cH:15][c:16]21)=[O:38]. The reactants are C(CCC)[Li] (n-Butyl lithium), N1N=CN=C1 (1,2,4-triazole), BrCC(C(C(F)(F)F)(F)F)=O (1-Bromo-3,3,4,4,4-pentafluorobutanone), FC1=C(C=CC(=C1)F)Br (2,4-difluorobromobenzene), solution, C([O-])([O-])=O.[K+].[K+] (potassium carbonate). Run in O (water), CCOCC (ether), CN(C=O)C (dimethylformamide), C(C)OCC (diethylether), O (water), CCOCC (ether), C(C)(=O)O (Acetic acid), CCOCC (ether), CCCCCC (hexane). Reaction conditions: temperature -78 celsius, time 15 minute. Yields the product FC1=C(C=CC(=C1)F)C(CN1N=CN=C1)(C(C(F)(F)F)(F)F)O (2-(2,4-Difluorophenyl)-3,3,4,4,4-pentafluoro-1-(1H-1,2,4-triazol-1-yl)-butan-2-ol). Yield: 28.1%. Reaction SMILES: C([Li])CCC.[F:6][C:7]1[CH:12]=[C:11]([F:13])[CH:10]=[CH:9][C:8]=1Br.Br[CH2:16][C:17](=[O:25])[C:18]([F:24])([F:23])[C:19]([F:22])([F:21])[F:20].[NH:26]1[CH:30]=[N:29][CH:28]=[N:27]1.C(=O)([O-])[O-].[K+].[K+]>CCCCCC.C(OCC)C.O.CN(C)C=O.C(O)(=O)C>[F:6][C:7]1[CH:12]=[C:11]([F:13])[CH:10]=[CH:9][C:8]=1[C:17]([OH:25])([C:18]([F:24])([F:23])[C:19]([F:22])([F:21])[F:20])[CH2:16][N:26]1[CH:30]=[N:29][CH:28]=[N:27]1 |f:4.5.6|. Reported procedure: n-Butyl lithium (3.32 ml of a 1.5 molar solution in hexane; 0.00498 mole) in diethylether (5 ml) was cooled and stirred at -78° C. A solution of 2,4-difluorobromobenzene (1.0 g; 0.00519 mole) in ether (8 ml) was added slowly over 15 minutes. The reaction mixture was held for 15 minutes at -78° C. 1-Bromo-3,3,4,4,4-pentafluorobutanone (1.0 g; 0.00415 mole) in 6 ml of ether was then added over 15 minutes at -78° C. The mixture was stirred for 30 minutes at -78° C. Acetic acid (0.7 g) in ether (5 m...